describe an organic reaction: reactants, conditions, products, and yield From a dataset of the Open Reaction Database (ORD), a public repository of structured organic reaction records. Reactants: C(C1=CC=CC=C1)OC(=O)N1CCC(CC1)O (4-Hydroxy-piperidine-1-carboxylic acid benzyl ester), [H-].[Na+] (NaH), BrCC(=O)OCC (ethyl 2-bromoacetate). Run in O1CCOCC1 (dioxane), O1CCOCC1 (dioxane). Conditions: time 1 hour. Yields the product C(C1=CC=CC=C1)OC(=O)N1CCC(CC1)OCC(=O)OCC (4-Ethoxycarbonylmethoxy-piperidine-1-carboxylic acid benzyl ester). Reaction SMILES: [CH2:1]([O:8][C:9]([N:11]1[CH2:16][CH2:15][CH:14]([OH:17])[CH2:13][CH2:12]1)=[O:10])[C:2]1[CH:7]=[CH:6][CH:5]=[CH:4][CH:3]=1.[H-].[Na+].Br[CH2:21][C:22]([O:24][CH2:25][CH3:26])=[O:23]>O1CCOCC1>[CH2:1]([O:8][C:9]([N:11]1[CH2:16][CH2:15][CH:14]([O:17][CH2:21][C:22]([O:24][CH2:25][CH3:26])=[O:23])[CH2:13][CH2:12]1)=[O:10])[C:2]1[CH:7]=[CH:6][CH:5]=[CH:4][CH:3]=1 |f:1.2|. Reported procedure: The compound of example 67a (16 g; 70 mmol) in dioxane (25 ml) was added drop wise at 5-10° C. to (toluene washed) 55% NaH (3.84 g; 80 mmol) suspended in dioxane (25 ml) over a period of 30 min. in an atmosphere of nitrogen. The reaction mixture was stirred at room temperature for 1 h, cooled to 0° C. and treated to a drop wise addition of ethyl 2-bromoacetate (8.9 ml; 80 58 mmol) over a period of 15-20 min. It was poured over crushed ice, and extracted with EtOAc. The EtOAc layer was washed wit...